From a dataset of the Open Reaction Database (ORD), a public repository of structured organic reaction records. describe an organic reaction: reactants, conditions, products, and yield The reactants are COC(=O)C1=C(C=C(C=C1)C1=CC=C(C=C1)C(CC(=O)C1=CC(=NC=C1)C)C1=C(C=CC=C1)C)Cl (3-chloro-4′-[3-(2-methyl-pyridin-4-yl)-3-oxo-1-o-tolyl-propyl]-biphenyl-4-carboxylic acid methyl ester), Cl.NO (hydroxylamine hydrochloride), C(=O)(O)[O-].[Na+] (NaHCO3). The product is COC(=O)C1=C(C=C(C=C1)C1=CC=C(C=C1)C(CC(C1=CC(=NC=C1)C)=NO)C1=C(C=CC=C1)C)Cl (3-Chloro-4′-[3-[hydroxyimino]-3-(2-methyl-pyridin-4-yl)-1-o-tolyl-propyl]-biphenyl-4-carboxylic acid methyl ester). RXN SMILES: [CH3:1][O:2][C:3]([C:5]1[CH:10]=[CH:9][C:8]([C:11]2[CH:16]=[CH:15][C:14]([CH:17]([C:28]3[CH:33]=[CH:32][CH:31]=[CH:30][C:29]=3[CH3:34])[CH2:18][C:19]([C:21]3[CH:26]=[CH:25][N:24]=[C:23]([CH3:27])[CH:22]=3)=O)=[CH:13][CH:12]=2)=[CH:7][C:6]=1Cl)=[O:4].[ClH:36].[NH2:37][OH:38].C([O-])(O)=O.[Na+]>>[CH3:1][O:2][C:3]([C:5]1[CH:6]=[CH:7][C:8]([C:11]2[CH:16]=[CH:15][C:14]([CH:17]([C:28]3[CH:33]=[CH:32][CH:31]=[CH:30][C:29]=3[CH3:34])[CH2:18][C:19](=[N:37][OH:38])[C:21]3[CH:26]=[CH:25][N:24]=[C:23]([CH3:27])[CH:22]=3)=[CH:13][CH:12]=2)=[CH:9][C:10]=1[Cl:36])=[O:4] |f:1.2,3.4|. Procedure: In analogy to example 74, step 7, from 3-chloro-4′-[3-(2-methyl-pyridin-4-yl)-3-oxo-1-o-tolyl-propyl]-biphenyl-4-carboxylic acid methyl ester and hydroxylamine hydrochloride in the presence of NaHCO3 was prepared the title compound as a mixture of E and Z isomers (4.2:1) as a colorless oil, MS (ESI+): m/z=499.3 ([M+H]+, 1Cl). Product: Cc1nccn1-c1cc(C#N)cc(C(F)(F)F)c1. The reactants are Cc1ncc[nH]1, N#Cc1cc(F)cc(C(F)(F)F)c1. Reaction SMILES: [CH3:14][c:15]1[nH:16][cH:17][cH:18][n:19]1.[F:1][c:2]1[cH:3][c:4]([C:5]#[N:6])[cH:7][c:8]([C:10]([F:11])([F:12])[F:13])[cH:9]1>>[c:2]1(-[n:16]2[c:15]([CH3:14])[n:19][cH:18][cH:17]2)[cH:3][c:4]([C:5]#[N:6])[cH:7][c:8]([C:10]([F:11])([F:12])[F:13])[cH:9]1. Reactants: NC=1C=C(C=CC1)NC(C)=O (N-(3-aminophenyl)acetamide), Cl.ClCCNCC1=CC=CC=C1 (N-(2-chloroethyl)benzenemethanamine hydrochloride). The solvent is C(C)(C)O (isopropanol). Conditions: temperature 85 celsius, time 2 hour. Yields the product Cl.C1(=CC=CC=C1)CNCCNC=1C=C(C=CC1)NC(C)=O (N-[3-[[2-[(Phenylmethyl)amino]ethyl]amino]phenyl]acetamide hydrochloride). Reaction SMILES: [NH2:1][C:2]1[CH:3]=[C:4]([NH:8][C:9](=[O:11])[CH3:10])[CH:5]=[CH:6][CH:7]=1.Cl.[Cl:13][CH2:14][CH2:15][NH:16][CH2:17][C:18]1[CH:23]=[CH:22][CH:21]=[CH:20][CH:19]=1>C(O)(C)C>[ClH:13].[C:18]1([CH2:17][NH:16][CH2:15][CH2:14][NH:1][C:2]2[CH:3]=[C:4]([NH:8][C:9](=[O:11])[CH3:10])[CH:5]=[CH:6][CH:7]=2)[CH:23]=[CH:22][CH:21]=[CH:20][CH:19]=1 |f:1.2,4.5|. Procedure: Combine N-(3-aminophenyl)acetamide (31 g, 0.206 mol) and N-(2-chloroethyl)benzenemethanamine hydrochloride (17.0 g, 0.083 mol) and heat to 180° C. for 1 h. After this time, allow to cool to approximately 85° C. and add isopropanol (100 mL) to precipitate a solid. Decant the solvent and dissolve the white residue in refluxing methanol (800 mL). Filter hot and allow the solution to cool to room temperature. After 2 h, filter the resulting white solid and wash with methanol (50 mL) to give the titl... Starting materials: C(C)OC(CCCC(CCO)C)(C)C (7-ethoxy-3,7-dimethyloctan-1-ol), C([O-])(O)=O.[Na+] (sodium bicarbonate), N1=CC=CC=C1 (pyridine), N1=CC=CC=C1 (pyridine). Reagents/catalysts: [O-2].[O-2].[O-2].[Cr+6] (chromium trioxide). Run in CCOCC (ether). Conditions: time 4 hour. Yields the product C(C)OC(CCCC(CC=O)C)(C)C (7-ethoxy-3,7-dimethyloctan-1-al). RXN SMILES: [CH2:1]([O:3][C:4]([CH3:14])([CH3:13])[CH2:5][CH2:6][CH2:7][CH:8]([CH3:12])[CH2:9][CH2:10][OH:11])[CH3:2].N1C=CC=CC=1.C(=O)(O)[O-].[Na+]>[O-2].[O-2].[O-2].[Cr+6].CCOCC>[CH2:1]([O:3][C:4]([CH3:13])([CH3:14])[CH2:5][CH2:6][CH2:7][CH:8]([CH3:12])[CH2:9][CH:10]=[O:11])[CH3:2] |f:2.3,4.5.6.7|. Procedure: A mixture of 1.9 of 7-ethoxy-3,7-dimethyloctan-1-ol and 10 ml. of pyridine is added to a suspension of 8.0 g. of chromium trioxide in 100 ml. of pyridine with stirring under nitrogen. After about 4 hours at room temperature, the reaction is poured into saturated sodium bicarbonate and worked up with ether followed by washing with 2N NaOH, water, 10% HCl, water and brine and evaporated under reduced pressure to dryness and then filtered with hexane to yield 7-ethoxy-3,7-dimethyloctan-1-al. The reactants are [Al+3], COC(=O)CC(C)C(=O)Cl, CC1NC(=O)Nc2ccccc21, [Cl-], [Cl-], [Cl-], S=C=S. Product: COC(=O)CC(C)C(=O)c1ccc2c(c1)C(C)NC(=O)N2. Reaction SMILES: [Al+3:14].[C:17](=[O:18])([O:19][CH3:20])[CH2:21][CH:22]([C:23](=[O:24])[Cl:25])[CH3:26].[CH3:1][CH:2]1[NH:3][C:4](=[O:12])[NH:5][c:6]2[cH:7][cH:8][cH:9][cH:10][c:11]21.[Cl-:13].[Cl-:15].[Cl-:16].[S:27]=[C:28]=[S:29]>>[CH3:1][CH:2]1[NH:3][C:4](=[O:12])[NH:5][c:6]2[cH:7][cH:8][c:9]([C:23]([CH:22]([CH2:21][C:17](=[O:18])[O:19][CH3:20])[CH3:26])=[O:24])[cH:10][c:11]21. The reactants are COC(=O)C1=C(N=C(S1)N1C=NC2=C1C=C(C(=C2)OC)OC)Br (4-bromo-2-(5,6-dimethoxy-benzoimidazol-1-yl)-thiazole-5-carboxylic acid methyl ester), ClC=1C=C(C=CC1Cl)B(O)O (3,4-dichlorophenylboronic acid). Yields the product ClC=1C=C(C=CC1Cl)C=1N=C(SC1C(=O)O)N1C=NC2=C1C=C(C(=C2)OC)OC (4-(3,4-Dichloro-phenyl)-2-(5,6-dimethoxy-benzoimidazol-1-yl)-thiazole-5-carboxylic acid). The yield is 35.3%. RXN SMILES: C[O:2][C:3]([C:5]1[S:9][C:8]([N:10]2[C:14]3[CH:15]=[C:16]([O:21][CH3:22])[C:17]([O:19][CH3:20])=[CH:18][C:13]=3[N:12]=[CH:11]2)=[N:7][C:6]=1Br)=[O:4].[Cl:24][C:25]1[CH:26]=[C:27](B(O)O)[CH:28]=[CH:29][C:30]=1[Cl:31]>>[Cl:24][C:25]1[CH:26]=[C:27]([C:6]2[N:7]=[C:8]([N:10]3[C:14]4[CH:15]=[C:16]([O:21][CH3:22])[C:17]([O:19][CH3:20])=[CH:18][C:13]=4[N:12]=[CH:11]3)[S:9][C:5]=2[C:3]([OH:2])=[O:4])[CH:28]=[CH:29][C:30]=1[Cl:31]. Procedure details: In a similar manner as described for Example 26, 4-bromo-2-(5,6-dimethoxy-benzoimidazol-1-yl)-thiazole-5-carboxylic acid methyl ester (40 mg, 0.1 mmol) and 3,4-dichlorophenylboronic acid (28.6 mg, 0.15 mmol) gave 4-(3,4-Dichloro-phenyl)-2-(5,6-dimethoxy-benzoimidazol-1-yl)-thiazole-5-carboxylic acid (15.9 mg, 35%) as a white solid. 1H NMR (400 MHz, DMSO-d6) δ ppm 13.81 (br.s., 1 H); 8.85 (s, 1 H); 8.25 (d, 1 H); 7.97 (dd, 1 H); 7.81 (s, 1 H); 7.79 (d, 1 H); 7.39 (s, 1 H); 3.85 (s, 3 H); 3.87 (s,... Reactants: BrBr (Br2), O (Water), NC1=CC=C(C=C1)C=1SC2=C(N1)C=CC(=C2)C (2-(4-aminophenyl)-6-methyl-benzothiazole), C(#N)[S-].[K+] (KSCN). Product: NC=1SC2=C(N1)C=CC(=C2)C=2SC1=C(N2)C=CC(=C1)C (2-Amino-6-(6-methyl-benzothiazol-2-yl)-benzothiazole). Run in CN(C)C=O (DMF), CN(C)C=O (DMF). Procedure details: 2-(4-aminophenyl)-6-methyl-benzothiazole 1 (4.0 g, 16.6 mmol) and KSCN (2.6 g, 26.7 mmol) were dissolved in DMF (20 ml) and cooled in an ice-bath. Br2 (0.9 ml, 17 mmol) in DMF (15 ml) was added dropwise under 3 h. The mixture was stirred for another 20 h. Water was added and the precipitate formed was collected by filtration and dried. The crude product was triturated on the sinter with several portions of boiling dichloromethane to afford 2 as a light green-yellow solid (1.97 g, 40%). Mp 250-25... Run at time 20 hour. As a reaction SMILES: [NH2:1][C:2]1[CH:7]=[CH:6][C:5]([C:8]2[S:9][C:10]3[CH:16]=[C:15]([CH3:17])[CH:14]=[CH:13][C:11]=3[N:12]=2)=[CH:4][CH:3]=1.[C:18]([S-:20])#[N:19].[K+].BrBr.O>CN(C=O)C>[NH2:19][C:18]1[S:20][C:3]2[CH:4]=[C:5]([C:8]3[S:9][C:10]4[CH:16]=[C:15]([CH3:17])[CH:14]=[CH:13][C:11]=4[N:12]=3)[CH:6]=[CH:7][C:2]=2[N:1]=1 |f:1.2|. Yield: 39.9%. Reactants: ClC1=C(C=CC=C1C(F)(F)F)OCOC (2-chloro-1-(methoxymethoxy)-3-(trifluoromethyl)benzene), C(CCC)[Li] (n-butyllithium), ClC(=O)OC (methyl chloroformate), C([O-])(O)=O.[Na+] (sodium bicarbonate). The solvent is C1CCOC1 (THF), C1CCOC1 (THF). Reaction conditions: time 2 hour. Yields the product ClC=1C(=C(C(=O)OC)C=CC1C(F)(F)F)OC(=O)OC (methyl 3-chloro-2-[(methoxycarbonyl)oxy]-4-(trifluoromethyl)benzoate). Reaction SMILES: [Cl:1][C:2]1[C:7]([C:8]([F:11])([F:10])[F:9])=[CH:6][CH:5]=[CH:4][C:3]=1[O:12][CH2:13][O:14][CH3:15].C([Li])CCC.Cl[C:22]([O:24][CH3:25])=[O:23].C(=O)(O)[O-:27].[Na+]>C1COCC1>[Cl:1][C:2]1[C:3]([O:12][C:13]([O:14][CH3:15])=[O:27])=[C:4]([CH:5]=[CH:6][C:7]=1[C:8]([F:11])([F:10])[F:9])[C:22]([O:24][CH3:25])=[O:23] |f:3.4|. Procedure: To a solution of 2-chloro-1-(methoxymethoxy)-3-(trifluoromethyl)benzene (11.8 g) in THF (100 mL) was added dropwise n-butyllithium (2.5M hexane solution) (21.0 mL) at −10° C., and the mixture was stirred for 2 hr. Then, to the reaction mixture was added dropwise a solution of methyl chloroformate (23.0 g) in THF (50.0 mL), and the mixture was stirred at 10° C. for 16 hr. The reaction mixture was poured into saturated aqueous sodium bicarbonate solution, and the mixture was extracted with ethyl a... The reactants are [BH4-], COCCCCn1c(C(=O)N(CC(C)C)C2CC(C(C)=O)CN(C(=O)OC(C)(C)C)C2)nc2ccccc21, CCO, [Na+]. Product: COCCCCn1c(C(=O)N(CC(C)C)C2CC(C(C)O)CN(C(=O)OC(C)(C)C)C2)nc2ccccc21. RXN SMILES: [BH4-:39].[C:1]([CH3:2])(=[O:3])[CH:4]1[CH2:5][N:6]([C:32](=[O:33])[O:34][C:35]([CH3:36])([CH3:37])[CH3:38])[CH2:7][CH:8]([N:10]([CH2:11][CH:12]([CH3:13])[CH3:14])[C:15](=[O:16])[c:17]2[n:18][c:19]3[c:20]([n:21]2[CH2:22][CH2:23][CH2:24][CH2:25][O:26][CH3:27])[cH:28][cH:29][cH:30][cH:31]3)[CH2:9]1.[CH3:41][CH2:42][OH:43].[Na+:40]>>[CH:1]([CH3:2])([OH:3])[CH:4]1[CH2:5][N:6]([C:32](=[O:33])[O:34][C:35]([CH3:36])([CH3:37])[CH3:38])[CH2:7][CH:8]([N:10]([CH2:11][CH:12]([CH3:13])[CH3:14])[C:15](=[O:16])[c:17]2[n:18][c:19]3[c:20]([n:21]2[CH2:22][CH2:23][CH2:24][CH2:25][O:26][CH3:27])[cH:28][cH:29][cH:30][cH:31]3)[CH2:9]1. Starting materials: B(Br)(Br)Br (Boron tribromide), COC(=O)C1=C(C2=C(S1)C=C(C=C2)OC)C (6-methoxy-3-methylbenzo[b]thiophene-2-carboxylic acid methyl ester), CO (methanol). Solvent: C(Cl)Cl (methylene chloride). Conditions: time 15 minute. Product: COC(=O)C1=C(C2=C(S1)C=C(C=C2)O)C (6-hydroxy-3-methylbenzo[b]thiophene-2-carboxylic acid methyl ester). Yield: 81.0%. Reaction SMILES: B(Br)(Br)Br.[CH3:5][O:6][C:7]([C:9]1[S:13][C:12]2[CH:14]=[C:15]([O:18]C)[CH:16]=[CH:17][C:11]=2[C:10]=1[CH3:20])=[O:8].CO>C(Cl)Cl>[CH3:5][O:6][C:7]([C:9]1[S:13][C:12]2[CH:14]=[C:15]([OH:18])[CH:16]=[CH:17][C:11]=2[C:10]=1[CH3:20])=[O:8]. Procedure details: Boron tribromide (5.0 ml.) was added dropwise to a stirred solution of 6-methoxy-3-methylbenzo[b]thiophene-2-carboxylic acid methyl ester (4.70 g.) in dry methylene chloride (200 ml.) at -78° C. and the resulting suspension was stirred at -78° for 15 minutes followed by 24 hours at room temperature. The mixture was then treated cautiously with methanol and the solution was washed with sodium bicarbonate solution. The organic layer was dried (Na2SO4) and evaporated to give a solid which was chrom...